From a dataset of the Open Reaction Database (ORD), a public repository of structured organic reaction records. describe an organic reaction: reactants, conditions, products, and yield The reactants are C(C1=CC=CC=C1)OC1=C(C=C2C(=CC=NC2=C1)Cl)OC (7-(Benzyloxy)-4-chloro-6-methoxyquinoline), C1(=CC=CC=C1)SC (thioanisole), CS(=O)(=O)O (methanesulfonic acid). Run in FC(S(=O)(=O)O)(F)F (trifluoromethanesulfonic acid). Reaction conditions: time 30 minute. The product is ClC1=CC=NC2=CC(=C(C=C12)OC)O (4-Chloro-6-methoxy-7-quinolinol). The yield is 75.8%. As a reaction SMILES: C([O:8][C:9]1[CH:18]=[C:17]2[C:12]([C:13]([Cl:19])=[CH:14][CH:15]=[N:16]2)=[CH:11][C:10]=1[O:20][CH3:21])C1C=CC=CC=1.C1(SC)C=CC=CC=1.CS(O)(=O)=O>FC(F)(F)S(O)(=O)=O>[Cl:19][C:13]1[C:12]2[C:17](=[CH:18][C:9]([OH:8])=[C:10]([O:20][CH3:21])[CH:11]=2)[N:16]=[CH:15][CH:14]=1. Procedure details: 7-(Benzyloxy)-4-chloro-6-methoxyquinoline (100 mg), thioanisole (300 μl), and methanesulfonic acid (25 μl) were dissolved in trifluoromethanesulfonic acid (1 ml). The solution was stirred at room temperature for 30 min. The solvent was removed by distillation under the reduced pressure. The residue was made neutral by the addition of an aqueous sodium hydroxide solution, and hexane was added thereto to prepare a suspension. The crystal was collected by suction filtration to give 53 mg (yield 75%... Starting materials: F[C@@H]1CN(C[C@@H]1OC=1C=CC=C2C=CC(=NC12)C1=CN=C2N1C=CC(=C2)OCCOC)C(=O)OCC2=CC=CC=C2 ((cis)-benzyl 3-fluoro-4-(2-(7-(2-methoxyethoxy)imidazo[1,2-a]pyridin-3-yl)quinolin-8-yloxy)pyrrolidine-1-carboxylate), Cl (HCl), crude mixture. Reagents/catalysts: [Pd] (palladium on carbon). Run in C(C)O (ethanol). Conditions: time 18 hour. The product is Cl.F[C@@H]1[C@@H](CNC1)OC=1C=CC=C2C=CC(=NC12)C1=CN=C2N1C=CC(=C2)OCCOC (8-((cis)-4-fluoropyrrolidin-3-yloxy)-2-(7-(2-methoxyethoxy)imidazo[1,2-a]pyridin-3-yl)quinoline hydrochloride salt). Reaction SMILES: [F:1][C@H:2]1[C@@H:6]([O:7][C:8]2[CH:9]=[CH:10][CH:11]=[C:12]3[C:17]=2[N:16]=[C:15]([C:18]2[N:22]4[CH:23]=[CH:24][C:25]([O:27][CH2:28][CH2:29][O:30][CH3:31])=[CH:26][C:21]4=[N:20][CH:19]=2)[CH:14]=[CH:13]3)[CH2:5][N:4](C(OCC2C=CC=CC=2)=O)[CH2:3]1.[ClH:42]>[Pd].C(O)C>[ClH:42].[F:1][C@H:2]1[CH2:3][NH:4][CH2:5][C@H:6]1[O:7][C:8]1[CH:9]=[CH:10][CH:11]=[C:12]2[C:17]=1[N:16]=[C:15]([C:18]1[N:22]3[CH:23]=[CH:24][C:25]([O:27][CH2:28][CH2:29][O:30][CH3:31])=[CH:26][C:21]3=[N:20][CH:19]=1)[CH:14]=[CH:13]2 |f:4.5|. Reported procedure: Crude (cis)-benzyl 3-fluoro-4-(2-(7-(2-methoxyethoxy)imidazo[1,2-a]pyridin-3-yl)quinolin-8-yloxy)pyrrolidine-1-carboxylate (1.0 g, 2.0 mmol) and palladium on carbon (1 g, 50% on a molar basis) were added to a mixture of ethanol and 1% HCl (v/v) and placed under hydrogen in a balloon with vigorous stirring. After 18 hours, the crude mixture was passed through Celite, rinsed several times with ethanol, and the collected filtrate was evaporated. The crude material was purified on silica gel using a... Starting materials: C1CNCCN1, Clc1cc2ccccc2cn1, OCCO. The product is c1ccc2cc(N3CCNCC3)ncc2c1. As a reaction SMILES: [CH2:12]1[CH2:13][NH:14][CH2:15][CH2:16][NH:17]1.[Cl:1][c:2]1[n:3][cH:4][c:5]2[cH:6][cH:7][cH:8][cH:9][c:10]2[cH:11]1.[OH:18][CH2:19][CH2:20][OH:21]>>[c:2]1([N:14]2[CH2:13][CH2:12][NH:17][CH2:16][CH2:15]2)[n:3][cH:4][c:5]2[cH:6][cH:7][cH:8][cH:9][c:10]2[cH:11]1. Reactants: ClC1=C(C=CC(=C1)F)C1=CC=C(C=C1)C(CCC(=O)O)=O (4-(2'-chloro4'-fluoro-4-biphenylyl)-4-oxo-butyric acid), benzene petroleum ether, C1(CCCCC1)N (cyclohexylamine). The solvent is C(C)(=O)OCC.CO (ethyl acetate methanol). Yields the product ClC1=C(C=CC(=C1)F)C1=CC=C(C=C1)C(CCC(=O)O)O (4-(2'-Chloro-4'-fluoro-4-biphenylyl)-4-hydroxy-butyric acid). RXN SMILES: [Cl:1][C:2]1[CH:7]=[C:6]([F:8])[CH:5]=[CH:4][C:3]=1[C:9]1[CH:14]=[CH:13][C:12]([C:15](=[O:21])[CH2:16][CH2:17][C:18]([OH:20])=[O:19])=[CH:11][CH:10]=1.C1(N)CCCCC1>C(OCC)(=O)C.CO>[Cl:1][C:2]1[CH:7]=[C:6]([F:8])[CH:5]=[CH:4][C:3]=1[C:9]1[CH:14]=[CH:13][C:12]([CH:15]([OH:21])[CH2:16][CH2:17][C:18]([OH:20])=[O:19])=[CH:11][CH:10]=1 |f:2.3|. Procedure: Prepared analogous to Example 25 from 4-(2'-chloro4'-fluoro-4-biphenylyl)-4-oxo-butyric acid. Melting point 78°-79° C. (from benzene/petroleum ether 3:2); melting point of the cyclohexylamine salt: 161°-162° C. (from ethyl acetate/methanol 1:1).